From a dataset of the Open Reaction Database (ORD), a public repository of structured organic reaction records. describe an organic reaction: reactants, conditions, products, and yield RXN SMILES: [CH3:16][O:17][c:18]1[c:19]([CH3:30])[cH:20][c:21]([CH3:29])[c:22]2[c:26]1[O:25][C:24]([CH3:27])([CH3:28])[CH2:23]2.[CH3:31][C:32](=[O:33])[OH:34].[ClH:5].[N+:6](=[O:7])([O-:8])[c:9]1[cH:10][cH:11][c:12]([NH2:13])[cH:14][cH:15]1.[N:1]([O-:2])=[O:3].[Na+:4].[OH2:35]>>[N:1](=[N:13][c:12]1[cH:11][cH:10][c:9]([N+:6](=[O:7])[O-:8])[cH:15][cH:14]1)[c:20]1[c:19]([CH3:30])[c:18]([O:17][CH3:16])[c:26]2[c:22]([c:21]1[CH3:29])[CH2:23][C:24]([CH3:27])([CH3:28])[O:25]2. Reactants: COc1c(C)cc(C)c2c1OC(C)(C)C2, CC(=O)O, Cl, Nc1ccc([N+](=O)[O-])cc1, O=N[O-], [Na+], O. The product is COc1c(C)c(N=Nc2ccc([N+](=O)[O-])cc2)c(C)c2c1OC(C)(C)C2. Procedure: (S)-N-((S)-5-cyclopropylmethyl-6-oxo-6,7-dihydro-5H-dibenzo[b,d]azepin-7-yl)-2-fluoro-2-methyl-malonamic acid was coupled with 3,3,4,4,4-pentafluoro-butylamine in analogy to the procedure described for example 73 to yield (R)-N-((S)-5-cyclopropylmethyl-6-oxo-6,7-dihydro-5H-dibenzo[b,d]azepin-7-yl)-2-fluoro-2-methyl-N′-(3,3,4,4,4-pentafluoro-butyl)-malonamide as white solid. Product: C1(CC1)CN1C2=C(C3=C([C@@H](C1=O)NC([C@](C(=O)NCCC(C(F)(F)F)(F)F)(C)F)=O)C=CC=C3)C=CC=C2 ((R)-N-((S)-5-cyclopropylmethyl-6-oxo-6,7-dihydro-5H-dibenzo[b,d]azepin-7-yl)-2-fluoro-2-methyl-N′-(3,3,4,4,4-pentafluoro-butyl)-malonamide). The reactants are C1(CC1)CN1C2=C(C3=C([C@@H](C1=O)NC([C@](C(=O)O)(C)F)=O)C=CC=C3)C=CC=C2 ((S)-N-((S)-5-cyclopropylmethyl-6-oxo-6,7-dihydro-5H-dibenzo[b,d]azepin-7-yl)-2-fluoro-2-methyl-malonamic acid), FC(CCN)(C(F)(F)F)F (3,3,4,4,4-pentafluoro-butylamine). RXN SMILES: [CH:1]1([CH2:4][N:5]2[C:11](=[O:12])[C@@H:10]([NH:13][C:14](=[O:21])[C@@:15]([F:20])([CH3:19])[C:16](O)=[O:17])[C:9]3[CH:22]=[CH:23][CH:24]=[CH:25][C:8]=3[C:7]3[CH:26]=[CH:27][CH:28]=[CH:29][C:6]2=3)[CH2:3][CH2:2]1.[F:30][C:31]([F:39])([C:35]([F:38])([F:37])[F:36])[CH2:32][CH2:33][NH2:34]>>[CH:1]1([CH2:4][N:5]2[C:11](=[O:12])[C@@H:10]([NH:13][C:14](=[O:21])[C@@:15]([F:20])([CH3:19])[C:16]([NH:34][CH2:33][CH2:32][C:31]([F:39])([F:30])[C:35]([F:38])([F:37])[F:36])=[O:17])[C:9]3[CH:22]=[CH:23][CH:24]=[CH:25][C:8]=3[C:7]3[CH:26]=[CH:27][CH:28]=[CH:29][C:6]2=3)[CH2:2][CH2:3]1.